Dataset: the Open Reaction Database (ORD), a public repository of structured organic reaction records. Task: describe an organic reaction: reactants, conditions, products, and yield The reactants are 2-Bromo-1-(pyrindin-4-yl)ethanone hydrobromide, C(C1=CC=CC=C1)(=N)N (benzamidine), CN(C)C=O (DMF), C(=O)(O)[O-].[Na+] (NaHCO3). The product is C1(=CC=CC=C1)C=1NC=C(N1)C1=CC=NC=C1 (4-(2-phenyl-1H-imidazol-4-yl)pyridine). Yield: 72.0%. As a reaction SMILES: [C:1]([NH2:9])(=[NH:8])[C:2]1[CH:7]=[CH:6][CH:5]=[CH:4][CH:3]=1.C([O-])(O)=O.[Na+].[CH3:15][N:16]([CH:18]=O)C>>[C:2]1([C:1]2[NH:8][CH:4]=[C:3]([C:2]3[CH:7]=[CH:18][N:16]=[CH:15][CH:1]=3)[N:9]=2)[CH:7]=[CH:6][CH:5]=[CH:4][CH:3]=1 |f:1.2|. Procedure: 2-Bromo-1-(pyrindin-4-yl)ethanone hydrobromide (6.4 g, 23 mmol) was added portionwise to a solution of benzamidine (11.2 g, 93 mmol) in dry DMF (50 mL) at 0° C., maintaining an internal temperature of <5° C. The stirred reaction was allowed to warm to rt over 2 h and then heated to 40° C. for 16 h. The crude reaction was poured into saturated aqueous NaHCO3 solution (600 mL), and partition and extracted with EtOAc (3×300 mL). The combined organic layers were dried (Na2SO4) and evaporated. The re... Reactants: Cc1ccc(-c2ccc(CCCCC(=O)O)s2)cc1, CN(C)C=O, C1CCOC1. Yields the product Cc1ccc(-c2cc3c(s2)CCCCC3=O)cc1. Reaction SMILES: [CH3:1][c:2]1[cH:3][cH:4][c:5](-[c:8]2[cH:9][cH:10][c:11]([CH2:13][CH2:14][CH2:15][CH2:16][C:17](=[O:18])[OH:19])[s:12]2)[cH:6][cH:7]1.[O:20]=[CH:21][N:22]([CH3:23])[CH3:24].[O:25]1[CH2:26][CH2:27][CH2:28][CH2:29]1>>[CH3:1][c:2]1[cH:3][cH:4][c:5](-[c:8]2[cH:9][c:10]3[c:11]([s:12]2)[CH2:13][CH2:14][CH2:15][CH2:16][C:17]3=[O:19])[cH:6][cH:7]1. Reactants: Cc1cccnc1C1=CCN(C(=O)OC(C)(C)C)CC1, CCOC(C)=O, Cl. Yields the product Cc1cccnc1C1=CCNCC1. Reaction SMILES: [CH3:1][c:2]1[c:3]([C:8]2=[CH:13][CH2:12][N:11]([C:14]([O:15][C:16]([CH3:17])([CH3:18])[CH3:19])=[O:20])[CH2:10][CH2:9]2)[n:4][cH:5][cH:6][cH:7]1.[CH3:22][CH2:23][O:24][C:25](=[O:26])[CH3:27].[ClH:21]>>[CH3:1][c:2]1[c:3]([C:8]2=[CH:13][CH2:12][NH:11][CH2:10][CH2:9]2)[n:4][cH:5][cH:6][cH:7]1.